describe an organic reaction: reactants, conditions, products, and yield From a dataset of the Open Reaction Database (ORD), a public repository of structured organic reaction records. Starting materials: BrC=1C=C(C=NC1)N1C2CN3CC(CC(C1)C3)C2 (4-(5-Bromopyridin-3-yl)-1,4-diazatricyclo[4.3.1.13,8]undecane), FC=1C=C(C=CC1OC)B(O)O (3-fluoro-4-methoxyphenylboronic acid). The product is FC=1C=C(C=CC1OC)C=1C=C(C=NC1)N1C2CN3CC(CC(C1)C3)C2 (4-[5-(3-fluoro-4-methoxyphenyl)pyridin-3-yl]-1,4-diazatricyclo[4.3.1.13,8]undecane). Reaction SMILES: Br[C:2]1[CH:3]=[C:4]([N:8]2[CH2:16][CH:15]3[CH2:17][N:11]4[CH2:12][CH:13]([CH2:18][CH:9]2[CH2:10]4)[CH2:14]3)[CH:5]=[N:6][CH:7]=1.[F:19][C:20]1[CH:21]=[C:22](B(O)O)[CH:23]=[CH:24][C:25]=1[O:26][CH3:27]>>[F:19][C:20]1[CH:21]=[C:22]([C:2]2[CH:3]=[C:4]([N:8]3[CH2:16][CH:15]4[CH2:17][N:11]5[CH2:12][CH:13]([CH2:18][CH:9]3[CH2:10]5)[CH2:14]4)[CH:5]=[N:6][CH:7]=2)[CH:23]=[CH:24][C:25]=1[O:26][CH3:27]. Procedure: The title compound was prepared from the product of Example 65A and 3-fluoro-4-methoxyphenylboronic acid according to General Method B: LC-MS Method B (ESI+) m/z 354.0 (M+H)+, retention time 1.80 minutes. The reactants are CCCC[N+](CCCC)(CCCC)CCCC.[F-] (TBAF), C(C)(C)(C)C=1C=C(N(N1)C1=CC=C(C=C1)C)NC(=O)N[C@H]1CC[C@H](C2=CC=CC=C12)OC=1C=CC=2N(C1)C(=NN2)N2CCC(CC2)O[Si](C(C)C)(C(C)C)C(C)C (1-(5-tert-Butyl-2-p-tolyl-2H-pyrazol-3-yl)-3-[(1S,4R)-4-[3-(4-triisopropylsilanyloxy-piperidin-1-yl)-[1,2,4]triazolo[4,3-a]pyridine-6-yloxy]-1,2,3,4-tetrahydro-naphthalen-1-yl]-urea). The solvent is C1CCOC1 (THF). Run at time 5 hour. Yields the product [NH4+].[OH-] (NH4OH), C(C)(C)(C)C=1C=C(N(N1)C1=CC=C(C=C1)C)NC(=O)N[C@H]1CC[C@H](C2=CC=CC=C12)OC=1C=CC=2N(C1)C(=NN2)N2CCC(CC2)O (1-(5-tert-Butyl-2-p-tolyl-2H-pyrazol-3-yl)-3-[(1S,4R)-4-[3-(4-hydroxypiperidin-1-yl)-[1,2,4]triazolo[4,3-a]pyridine-6-yloxy]-1,2,3,4-tetrahydro-naphthalen-1-yl]-urea). The yield is 154.5%. Reaction SMILES: CCCC[N+:5](CCCC)(CCCC)CCCC.[F-].[C:19]([C:23]1[CH:24]=[C:25]([NH:35][C:36]([NH:38][C@@H:39]2[C:48]3[C:43](=[CH:44][CH:45]=[CH:46][CH:47]=3)[C@H:42]([O:49][C:50]3[CH:51]=[CH:52][C:53]4[N:54]([C:56]([N:59]5[CH2:64][CH2:63][CH:62]([O:65][Si](C(C)C)(C(C)C)C(C)C)[CH2:61][CH2:60]5)=[N:57][N:58]=4)[CH:55]=3)[CH2:41][CH2:40]2)=[O:37])[N:26]([C:28]2[CH:33]=[CH:32][C:31]([CH3:34])=[CH:30][CH:29]=2)[N:27]=1)([CH3:22])([CH3:21])[CH3:20]>C1COCC1>[NH4+:5].[OH-:37].[C:19]([C:23]1[CH:24]=[C:25]([NH:35][C:36]([NH:38][C@@H:39]2[C:48]3[C:43](=[CH:44][CH:45]=[CH:46][CH:47]=3)[C@H:42]([O:49][C:50]3[CH:51]=[CH:52][C:53]4[N:54]([C:56]([N:59]5[CH2:64][CH2:63][CH:62]([OH:65])[CH2:61][CH2:60]5)=[N:57][N:58]=4)[CH:55]=3)[CH2:41][CH2:40]2)=[O:37])[N:26]([C:28]2[CH:33]=[CH:32][C:31]([CH3:34])=[CH:30][CH:29]=2)[N:27]=1)([CH3:22])([CH3:20])[CH3:21] |f:0.1,4.5|. Procedure: TBAF (1M in THF, 0.235 mL, 0.235 mmol) was added dropwise to a solution of Intermediate 24f (124 mg, 0.157 mmol) in dry THF (3 mL) at −30° C. for 4 h under N2. The mixture was allowed to warm to RT, then stirred for 5 h. The solution was applied to an SCX-2 cartridge and washed with MeOH. The product was eluted with 2M NH3 in MeOH; concentration in vacuo left a brown foam. HPLC (Gemini C18; 40-90% MeCN in H2O, 0.1% NH4OH) gave the title compound as a white powder (77 mg, 77%). LCMS (Method 5): R... Reaction SMILES: [Cl:1][C:2]1[CH:28]=[C:27]([Br:29])[CH:26]=[CH:25][C:3]=1[CH2:4]N1C2C(=CC=C(C(F)(F)F)C=2)C2(C(=O)NC(=O)N2)C1=O.ClC1C=C([Br:53])C=CC=1C[N:34]1[C:42]2[C:37](=[CH:38][CH:39]=[C:40]([C:43]([F:46])([F:45])[F:44])[CH:41]=2)[C:36](=[O:47])[C:35]1=[O:48]>>[Cl:1][C:2]1[CH:28]=[C:27]([Br:29])[CH:26]=[CH:25][C:3]=1[CH2:4][Br:53].[F:46][C:43]([F:44])([F:45])[C:40]1[CH:41]=[C:42]2[C:37]([C:36](=[O:47])[C:35](=[O:48])[NH:34]2)=[CH:38][CH:39]=1. Starting materials: ClC1=C(CN2C(C3(C4=CC=C(C=C24)C(F)(F)F)NC(NC3=O)=O)=O)C=CC(=C1)Br (1'-(2-chloro-4-bromobenzyl)-6'-trifluoromethyl-spiro[imidazolidine-4,3'-indoline]-2,2',5-trione), ClC1=C(CN2C(C(C3=CC=C(C=C23)C(F)(F)F)=O)=O)C=CC(=C1)Br (1-(2-chloro-4-bromobenzyl)-6-trifluoromethylindoline-2,3-dione). Reported procedure: (Example 5): 1'-(2-chloro-4-bromobenzyl)-6'-trifluoromethyl-spiro[imidazolidine-4,3'-indoline]-2,2',5-trione, as a solid, m.p. 299°-301° C., starting from 1-(2-chloro-4-bromobenzyl)-6-trifluoromethylindoline-2,3-dione (itself obtained as a solid, m.p. 132°-134° C., by reaction of 2-chloro-4-bromobenzyl bromide with 6-trifluoromethylindoline-2,3-dione in an analogous manner to that described for the starting material in Example 1). Product: ClC1=C(CBr)C=CC(=C1)Br (2-chloro-4-bromobenzyl bromide), FC(C1=CC=C2C(C(NC2=C1)=O)=O)(F)F (6-trifluoromethylindoline-2,3-dione).